This data is from the Open Reaction Database (ORD), a public repository of structured organic reaction records. The task is: describe an organic reaction: reactants, conditions, products, and yield Starting materials: [N+](=O)([O-])C=1C=C(C=CC1O)C(C)(C)C1=CC(=C(C=C1)O)[N+](=O)[O-] (2,2-bis(3-nitro-4-hydroxyphenyl)propane), N (ammonia), [OH-].[Na+] (sodium hydroxide), [Cl-].[NH4+] (ammonium chloride), N (Ammonia). Run in O (water). Reaction conditions: temperature 140 celsius, time 8 hour. Yields the product [N+](=O)([O-])C=1C=C(C=CC1N)C(C)(C)C1=CC(=C(C=C1)N)[N+](=O)[O-] (2,2-bis(3-nitro-4-aminophenyl)propane). The yield is 93.0%. As a reaction SMILES: [N+:1]([C:4]1[CH:5]=[C:6]([C:11]([C:14]2[CH:19]=[CH:18][C:17](O)=[C:16]([N+:21]([O-:23])=[O:22])[CH:15]=2)([CH3:13])[CH3:12])[CH:7]=[CH:8][C:9]=1O)([O-:3])=[O:2].[Cl-].[NH4+:25].[NH3:26].[OH-].[Na+]>O>[N+:1]([C:4]1[CH:5]=[C:6]([C:11]([C:14]2[CH:19]=[CH:18][C:17]([NH2:26])=[C:16]([N+:21]([O-:23])=[O:22])[CH:15]=2)([CH3:13])[CH3:12])[CH:7]=[CH:8][C:9]=1[NH2:25])([O-:3])=[O:2] |f:1.2,4.5|. Procedure details: A typical run consisted of charging the reactor with 35 grams of 2,2-bis(3-nitro-4-hydroxyphenyl)propane, 20 grams of ammonium chloride, 40 ml of water and a stirring bar. The vessel was capped and placed in a -70° C. freezer overnight to freeze the contents. Ammonia was condensed into a 100 ml flask until 63 ml had been collected. The ammonia was added to the reaction vessel and the vessel bolted shut. A variable transformer and heating tape were used to heat the contents to 140° C. for 30 hour... Starting materials: BrB(Br)Br, COc1ccc(CCC(=O)C2CCC3C4CC=C5C=C(C(=O)O)CCC5(C)C4CCC23C)cc1, ClCCl. Product: CC12CCC(C(=O)O)=CC1=CCC1C2CCC2(C)C(C(=O)CCc3ccc(O)cc3)CCC12. Reaction SMILES: [B:1]([Br:2])([Br:3])[Br:4].[CH3:5][O:6][c:7]1[cH:8][cH:9][c:10]([CH2:13][CH2:14][C:15](=[O:16])[CH:17]2[C:18]3([CH3:19])[CH:20]([CH2:21][CH2:22]2)[CH:23]2[CH2:24][CH:25]=[C:26]4[CH:27]=[C:28]([C:36](=[O:37])[OH:38])[CH2:29][CH2:30][C:31]4([CH3:32])[CH:33]2[CH2:34][CH2:35]3)[cH:11][cH:12]1.[Cl:39][CH2:40][Cl:41]>>[OH:6][c:7]1[cH:8][cH:9][c:10]([CH2:13][CH2:14][C:15](=[O:16])[CH:17]2[C:18]3([CH3:19])[CH:20]([CH2:21][CH2:22]2)[CH:23]2[CH2:24][CH:25]=[C:26]4[CH:27]=[C:28]([C:36](=[O:37])[OH:38])[CH2:29][CH2:30][C:31]4([CH3:32])[CH:33]2[CH2:34][CH2:35]3)[cH:11][cH:12]1. Reactants: C(C)(=O)O[BH-](OC(C)=O)OC(C)=O.[Na+] (Sodium triacetoxyborohydride), N1(C=NC=C1)C1=NC(=CC(=N1)C1N(CCC1)CCN)C (2-[2-(2-imidazol-1-yl-6-methyl-pyrimidin-4-yl)-pyrrolidin-1-yl]-ethylamine), O1CCOC2=C1C=CC(=C2)C=O (2,3-dihydro-benzo[1,4]dioxine-6-carbaldehyde), O.C1(=CC=C(C=C1)S(=O)(=O)O)C (p-toluenesulfonic acid monohydrate), [OH-].[Na+] (NaOH). The solvent is O1CCOCC1 (dioxane), CCOC(=O)C (EtOAc). Reaction conditions: time 1 hour. Yields the product O1CCOC2=C1C=CC(=C2)CNCCN2C(CCC2)C2=NC(=NC(=C2)C)N2C=NC=C2 ((2,3-dihydro-benzo[1,4]dioxin-6-ylmethyl)-{2-[2-(2-imidazol-1-yl-6-methyl-pyrimidin-4-yl)-pyrrolidin-1-yl]-ethyl}-amine). Isolated yield 57.4%. Reaction SMILES: [N:1]1([C:6]2[N:11]=[C:10]([CH:12]3[CH2:16][CH2:15][CH2:14][N:13]3[CH2:17][CH2:18][NH2:19])[CH:9]=[C:8]([CH3:20])[N:7]=2)[CH:5]=[CH:4][N:3]=[CH:2]1.[O:21]1[C:26]2[CH:27]=[CH:28][C:29]([CH:31]=O)=[CH:30][C:25]=2[O:24][CH2:23][CH2:22]1.O.C1(C)C=CC(S(O)(=O)=O)=CC=1.C(O[BH-](OC(=O)C)OC(=O)C)(=O)C.[Na+].[OH-].[Na+]>O1CCOCC1.CCOC(C)=O>[O:21]1[C:26]2[CH:27]=[CH:28][C:29]([CH2:31][NH:19][CH2:18][CH2:17][N:13]3[CH2:14][CH2:15][CH2:16][CH:12]3[C:10]3[CH:9]=[C:8]([CH3:20])[N:7]=[C:6]([N:1]4[CH:5]=[CH:4][N:3]=[CH:2]4)[N:11]=3)=[CH:30][C:25]=2[O:24][CH2:23][CH2:22]1 |f:2.3,4.5,6.7|. Procedure: A solution of 2-[2-(2-imidazol-1-yl-6-methyl-pyrimidin-4-yl)-pyrrolidin-1-yl]-ethylamine (77 mg, 286 μmol), 2,3-dihydro-benzo[1,4]dioxine-6-carbaldehyde (47 mg, 286 μmol) and p-toluenesulfonic acid monohydrate (5 mg, 26 μmol) in dioxane (3 mL) was heated at 60° C. for 16 h. Sodium triacetoxyborohydride (180 mg, 860 μmol) was then added. The reaction mixture was stirred at r.t. for 1 h. EtOAc (25 mL) and 1N NaOH (25 mL) were then added. The organic layer was isolated, dried (MgSO4), filtered, and... Starting materials: Cl, Cl, O=C(O)C=Cc1ccc([N+](=O)[O-])o1, NC1CN2CCC1CC2. The product is O=C(C=Cc1ccc([N+](=O)[O-])o1)NC1CN2CCC1CC2. Reaction SMILES: [ClH:1].[ClH:2].[N+:12](=[O:13])([O-:14])[c:15]1[cH:16][cH:17][c:18]([CH:20]=[CH:21][C:22](=[O:23])[OH:24])[o:19]1.[N:3]12[CH2:4][CH:5]([NH2:11])[CH:6]([CH2:7][CH2:8]1)[CH2:9][CH2:10]2>>[N:3]12[CH2:4][CH:5]([NH:11][C:22]([CH:21]=[CH:20][c:18]3[cH:17][cH:16][c:15]([N+:12](=[O:13])[O-:14])[o:19]3)=[O:23])[CH:6]([CH2:7][CH2:8]1)[CH2:9][CH2:10]2. The reactants are CC1CCC(C(C1)O)C(C)C (DL-menthol), N12CCN(CC1)CC2 (1,4-diazabicyclo[2.2.2]octane), S(=O)(=O)(C1=CC=C(C)C=C1)Cl (tosyl chloride). The solvent is C(C)(=O)OCC (ethyl acetate), C(C)(=O)OCC (ethyl acetate). Run at time 4 day. Product: C1(CC(C(CC1)C(C)C)OS(=O)(=O)C1=CC=C(C=C1)C)C (menthyl-p-toluenesulfonate). Yield: 74.1%. Reaction SMILES: [CH3:1][CH:2]1[CH2:7][CH:6]([OH:8])[CH:5]([CH:9]([CH3:11])[CH3:10])[CH2:4][CH2:3]1.N12CCN(CC1)CC2.[S:20](Cl)([C:23]1[CH:29]=[CH:28][C:26]([CH3:27])=[CH:25][CH:24]=1)(=[O:22])=[O:21]>C(OCC)(=O)C>[CH:2]1([CH3:1])[CH2:3][CH2:4][CH:5]([CH:9]([CH3:11])[CH3:10])[CH:6]([O:8][S:20]([C:23]2[CH:29]=[CH:28][C:26]([CH3:27])=[CH:25][CH:24]=2)(=[O:22])=[O:21])[CH2:7]1. Procedure details: 7.8 g (0.05 mol) DL-menthol and 11.2 g (0.1 mol) 1,4-diazabicyclo[2.2.2]octane are added to 50 mL ethyl acetate. This solution is cooled in an ice bath and 14.3 g (0.075 mol) tosyl chloride in 30 mL ethyl acetate is added dropwise over 15 mins. The ice bath is removed and the mixture is allowed to stir at room temperature for 4 days. After this time the solid precipitate is filtered and washed. The ethyl acetate filtrate and washings are then combined and washed successively with 10% HCl, satura... The reactants are CN, Cc1ccc2c(c1)nc(N)c1ncc(CCc3ccc(C=O)cc3)cc12. The product is CNCc1ccc(CCc2cnc3c(N)nc4cc(C)ccc4c3c2)cc1. RXN SMILES: [CH3:27][NH2:28].[NH2:1][c:2]1[n:3][c:4]2[c:5]([c:6]3[cH:7][c:8]([CH2:12][CH2:13][c:14]4[cH:15][cH:16][c:17]([CH:18]=[O:19])[cH:20][cH:21]4)[cH:9][n:10][c:11]13)[cH:22][cH:23][c:24]([CH3:26])[cH:25]2>>[NH2:1][c:2]1[n:3][c:4]2[c:5]([c:6]3[cH:7][c:8]([CH2:12][CH2:13][c:14]4[cH:15][cH:16][c:17]([CH2:18][NH:28][CH3:27])[cH:20][cH:21]4)[cH:9][n:10][c:11]13)[cH:22][cH:23][c:24]([CH3:26])[cH:25]2. The reactants are ClC1=CC=C(N=N1)C(=O)O (6-chloropyridazine-3-carboxylic acid), CC=1C(=NC=C(C1)C)N1CCNCC1 (1-(3,5-dimethylpyridin-2-yl)piperazine). The product is ClC1=CC=C(N=N1)C(=O)N1CCN(CC1)C1=NC=C(C=C1C)C ((6-chloropyridazin-3-yl)[4-(3,5-dimethylpyridin-2-yl)piperazin-1-yl]methanone). Isolated yield 69.2%. As a reaction SMILES: [Cl:1][C:2]1[N:7]=[N:6][C:5]([C:8]([OH:10])=O)=[CH:4][CH:3]=1.[CH3:11][C:12]1[C:13]([N:19]2[CH2:24][CH2:23][NH:22][CH2:21][CH2:20]2)=[N:14][CH:15]=[C:16]([CH3:18])[CH:17]=1>>[Cl:1][C:2]1[N:7]=[N:6][C:5]([C:8]([N:22]2[CH2:23][CH2:24][N:19]([C:13]3[C:12]([CH3:11])=[CH:17][C:16]([CH3:18])=[CH:15][N:14]=3)[CH2:20][CH2:21]2)=[O:10])=[CH:4][CH:3]=1. Reported procedure: Using 6-chloropyridazine-3-carboxylic acid (1 g) and 1-(3,5-dimethylpyridin-2-yl)piperazine (1.2 g) described in Preparation Example 79 and by the reaction and treatment in the same manner as in Preparation Example 118, the title compound (1.44 g) was obtained. The reactants are C(#N)[C@@H]1[C@@H](C(N1)=O)NC(C1=CC=CC=C1)(C1=CC=CC=C1)C1=CC=CC=C1 ((3S,4S)-4-cyano-3-triphenylmethylamino-2-azetidinone), ice water, Cl (hydrochloric acid), OO (hydrogen peroxide), [OH-].[Na+] (sodium hydroxide). The reagents and catalysts are S(=O)(=O)(O)[O-].C(CCC)[N+](CCCC)(CCCC)CCCC (tetra-n-butylammonium hydrogen sulfate). The solvent is ClCCl (dichloromethane). Yields the product C(N)(=O)[C@@H]1[C@@H](C(N1)=O)NC(C1=CC=CC=C1)(C1=CC=CC=C1)C1=CC=CC=C1 ((3S,4S)-4-carbamoyl-3-triphenylmethylamino-2-azetidinone). RXN SMILES: [C:1]([C@H:3]1[NH:6][C:5](=[O:7])[C@H:4]1[NH:8][C:9]([C:22]1[CH:27]=[CH:26][CH:25]=[CH:24][CH:23]=1)([C:16]1[CH:21]=[CH:20][CH:19]=[CH:18][CH:17]=1)[C:10]1[CH:15]=[CH:14][CH:13]=[CH:12][CH:11]=1)#[N:2].[OH:28]O.[OH-].[Na+].Cl>ClCCl.S([O-])(O)(=O)=O.C([N+](CCCC)(CCCC)CCCC)CCC>[C:1]([C@H:3]1[NH:6][C:5](=[O:7])[C@H:4]1[NH:8][C:9]([C:10]1[CH:15]=[CH:14][CH:13]=[CH:12][CH:11]=1)([C:16]1[CH:17]=[CH:18][CH:19]=[CH:20][CH:21]=1)[C:22]1[CH:27]=[CH:26][CH:25]=[CH:24][CH:23]=1)(=[O:28])[NH2:2] |f:2.3,6.7|. Procedure details: In 12 ml of dichloromethane is dissolved 1.06 g of (3S,4S)-4-cyano-3-triphenylmethylamino-2-azetidinone and, following addition of 1.02 g of tetra-n-butylammonium hydrogen sulfate, 0.68 ml of 30% aqueous hydrogen peroxide and 4.5 ml of 1 N sodium hydroxide are added under ice-cooling and stirring. The mixture is stirred vigorously for 50 minutes and poured into ice water containing 1.3 ml of 1 N hydrochloric acid. After phase separation, the aqueous layer is extracted twice with chloroform. The ... The reactants are O=C([O-])[O-], C1CCOC1, O=c1cc(C(F)(F)F)[nH]c(=O)n1-c1c(F)cc(Cl)c2c1ONC2c1ccccc1, [K+], [K+], Cc1cc(C)c(S(=O)(=O)ON)c(C)c1. Yields the product Nn1c(C(F)(F)F)cc(=O)n(-c2c(F)cc(Cl)c3c2ONC3c2ccccc2)c1=O. Reaction SMILES: [C:44](=[O:45])([O-:46])[O-:47].[CH2:50]1[O:51][CH2:52][CH2:53][CH2:54]1.[Cl:15][c:16]1[cH:17][c:18]([F:43])[c:19](-[n:31]2[c:32](=[O:42])[nH:33][c:34]([C:38]([F:39])([F:40])[F:41])[cH:35][c:36]2=[O:37])[c:20]2[c:21]1[CH:22]([c:25]1[cH:26][cH:27][cH:28][cH:29][cH:30]1)[NH:23][O:24]2.[K+:48].[K+:49].[NH2:1][O:2][S:3]([c:4]1[c:5]([CH3:6])[cH:7][c:8]([CH3:9])[cH:10][c:11]1[CH3:12])(=[O:13])=[O:14]>>[NH2:1][n:33]1[c:32](=[O:42])[n:31](-[c:19]2[c:18]([F:43])[cH:17][c:16]([Cl:15])[c:21]3[c:20]2[O:24][NH:23][CH:22]3[c:25]2[cH:26][cH:27][cH:28][cH:29][cH:30]2)[c:36](=[O:37])[cH:35][c:34]1[C:38]([F:39])([F:40])[F:41].